Dataset: the Open Reaction Database (ORD), a public repository of structured organic reaction records. Task: describe an organic reaction: reactants, conditions, products, and yield Starting materials: C(C)O (ethanol), [H][H] (hydrogen), [H][H] (hydrogen), C(C)OC(=O)C(CC(C1=CC=CC=C1)=O)N[C@@H](C)C(=O)O (N-(1-ethoxycarbonyl-3-oxo-3-phenylpropyl)-L-alanine), Pd--C, [H][H] (hydrogen). The solvent is O (water). Product: C(C)OC(=O)[C@H](CCC1=CC=CC=C1)N[C@@H](C)C(=O)O (N-(1(S)-ethoxycarbonyl-3-phenylpropyl)-L-alanine). The yield is 75.0%. RXN SMILES: [CH2:1]([O:3][C:4]([CH:6]([NH:16][C@H:17]([C:19]([OH:21])=[O:20])[CH3:18])[CH2:7][C:8](=O)[C:9]1[CH:14]=[CH:13][CH:12]=[CH:11][CH:10]=1)=[O:5])[CH3:2].C(O)C.[H][H]>O>[CH2:1]([O:3][C:4]([C@@H:6]([NH:16][C@H:17]([C:19]([OH:21])=[O:20])[CH3:18])[CH2:7][CH2:8][C:9]1[CH:14]=[CH:13][CH:12]=[CH:11][CH:10]=1)=[O:5])[CH3:2]. Procedure: N-(1-ethoxycarbonyl-3-oxo-3-phenylpropyl)-L-alanine [(1S/1R)=90/10] (100 g, 0.34 mole) is dissolved in 1100 ml of a 5 to 15% (w/w) water-containing ethanol containing 2 N sulfuric acid (substrate concentration: 0.3 mol/L, amount of sulfuric acid based on substrate: 6 equivalents). Thereto 5% Pd--C (20 g) is added, and immediately after the addition, the obtained mixture is sufficiently mixed and dispersed with supplying a sufficient amount of hydrogen at an agitation power of a 15 range from 0.5... The reactants are NCC1=CC=C(C(=O)O)C=C1 (4-aminomethylbenzoic acid), C(C)(=O)[O-].[Na+] (sodium acetate), O (water). Run in C(C)(=O)O (acetic acid). The product is C(C)(=O)NCC1=CC=C(C(=O)O)C=C1 (4-[(Acetylamino)methyl]-benzoic acid). The yield is 72.5%. As a reaction SMILES: [NH2:1][CH2:2][C:3]1[CH:11]=[CH:10][C:6]([C:7]([OH:9])=[O:8])=[CH:5][CH:4]=1.[C:12]([O-])(=[O:14])[CH3:13].[Na+].O>C(O)(=O)C>[C:12]([NH:1][CH2:2][C:3]1[CH:4]=[CH:5][C:6]([C:7]([OH:9])=[O:8])=[CH:10][CH:11]=1)(=[O:14])[CH3:13] |f:1.2|. Procedure details: A mixture of 4-aminomethylbenzoic acid (Aldrich, 1.51 g, 0.01 mol) and anhydrous sodium acetate (1.5 g, 0.018 mol) in glacial acetic acid (5 mL) was heated at reflux for 18 h. On cooling, the mixture was poured into cold water (50 mL). The precipitate was separated by filtration and washed several times with cold water. The cake was recrystallized from water to give 1.4 g (72.5%) of the title compound as a white powder, mp 195° C.